This data is from the Open Reaction Database (ORD), a public repository of structured organic reaction records. The task is: describe an organic reaction: reactants, conditions, products, and yield The solvent is C(C)O (ethanol), C(C)O (ethanol), C(C)O (ethanol). Run at time 6 hour. Starting materials: C(CC(=O)C)(=O)OCC (ethyl acetoacetate), [Na] (sodium), ClCC1=CC=C(C=C1)C1=CC=CC=C1 (4-chloromethylbiphenyl). As a reaction SMILES: [C:1]([O:7][CH2:8][CH3:9])(=[O:6])[CH2:2][C:3]([CH3:5])=[O:4].[Na].Cl[CH2:12][C:13]1[CH:18]=[CH:17][C:16]([C:19]2[CH:24]=[CH:23][CH:22]=[CH:21][CH:20]=2)=[CH:15][CH:14]=1>C(O)C>[CH2:8]([O:7][C:1]([CH:2]([C:3](=[O:4])[CH3:5])[CH2:12][C:13]1[CH:18]=[CH:17][C:16]([C:19]2[CH:20]=[CH:21][CH:22]=[CH:23][CH:24]=2)=[CH:15][CH:14]=1)=[O:6])[CH3:9] |^1:9|. The product is C(C)OC(=O)C(CC1=CC=C(C=C1)C1=CC=CC=C1)C(C)=O (4-(2-ethoxycarbonyl-3-oxobutyl)biphenyl). The yield is 95.4%. Reported procedure: In a four-necked flask equipped with a thermometer, dropping funnel and stirrer were placed 179 g (1.375 moles) of ethyl acetoacetate and 500 ml of ethanol, and then 31.5 g (1.375 moles) of sodium was added in portions thereto to form a solution. Then, a solution of 253.5 g (1.25 moles) of 4-chloromethylbiphenyl in 1000 ml of ethanol was added dropwise to the above solution at room temperature over a period of 2 hours. After completion of the addition, the resulting mixture was brought up to 65°... Starting materials: mercuric sulphate, C(C)N(CC#CCCCC1=CC=CC=C1)CC (1-diethylamino-6-phenylhex-2-yne), [OH-].[Na+] (sodium hydroxide). The solvent is O (water), S(O)(O)(=O)=O (sulphuric acid). Yields the product C(C)N(CCC(CCCC1=CC=CC=C1)=O)CC (1-diethylamino-6-phenylhexan-3-one). RXN SMILES: [CH2:1]([N:3]([CH2:16][CH3:17])[CH2:4][C:5]#[C:6][CH2:7][CH2:8][CH2:9][C:10]1[CH:15]=[CH:14][CH:13]=[CH:12][CH:11]=1)[CH3:2].[OH-:18].[Na+]>S(=O)(=O)(O)O.O>[CH2:16]([N:3]([CH2:1][CH3:2])[CH2:4][CH2:5][C:6](=[O:18])[CH2:7][CH2:8][CH2:9][C:10]1[CH:11]=[CH:12][CH:13]=[CH:14][CH:15]=1)[CH3:17] |f:1.2|. Procedure: Add to a solution of 1-diethylamino-6-phenylhex-2-yne (27.1 g) in concentrated sulphuric acid (7.6 cc) diluted with water (77 cc) at 70° mercuric sulphate (1.6 g), and keep the solution under nitrogen for one hour; cool, make basic with sodium hydroxide solution, and filter through glass wool to remove mercuric oxide. Extract the product with ether and evaporate the washed and dried ethereal solution, leaving crude 1-diethylamino-6-phenylhexan-3-one. Distil under reduced pressure with this ketoa... Reaction SMILES: [Cl:1][c:2]1[cH:3][c:4]([CH3:10])[c:5]([NH2:6])[cH:7][c:8]1[Cl:9].[ClH:12].[OH2:11]>>[cH:2]1[cH:3][c:4]([CH3:10])[c:5]([NH2:6])[cH:7][c:8]1[Cl:9]. The reactants are Cc1cc(Cl)c(Cl)cc1N, Cl, O. Yields the product Cc1ccc(Cl)cc1N. The reactants are BrC1=NC=CC=C1 (2-bromopyridine), C(CC#C)C=1SC2=C(N1)C(=CC=C2)F (2-but-3-ynyl-4-fluoro-benzo[d]thiazole). The product is FC1=CC=CC2=C1N=C(S2)CCC#CC2=NC=CC=C2 (4-fluoro-2-(4-(pyridin-2-yl)but-3-ynyl)benzo[d]thiazole). The yield is 2.0%. As a reaction SMILES: Br[C:2]1[CH:7]=[CH:6][CH:5]=[CH:4][N:3]=1.[CH2:8]([C:12]1[S:13][C:14]2[CH:20]=[CH:19][CH:18]=[C:17]([F:21])[C:15]=2[N:16]=1)[CH2:9][C:10]#[CH:11]>>[F:21][C:17]1[C:15]2[N:16]=[C:12]([CH2:8][CH2:9][C:10]#[C:11][C:2]3[CH:7]=[CH:6][CH:5]=[CH:4][N:3]=3)[S:13][C:14]=2[CH:20]=[CH:19][CH:18]=1. Procedure details: The title compound was prepared in accordance with the general method of Example 1, from 2-bromopyridine (291 mg, 1.84 mmol) and 2-but-3-ynyl-4-fluoro-benzo[d]thiazole (378 mg, 1.84 mmol). The crude residue was purified by flash chromatography (DCM/MeOH 99:1) to yield 10 mg (37 μmol, 2%) of 4-fluoro-2-(4-(pyridin-2-yl)but-3-ynyl)benzo[d]thiazole as a yellow solid.